This data is from the Open Reaction Database (ORD), a public repository of structured organic reaction records. The task is: describe an organic reaction: reactants, conditions, products, and yield The reactants are C(C)N1CC(CCC1)CCN1C2=NC(=NC(=C2N=C1OC)N)O[C@H](CCC)C (9-[2-(1-Ethyl-3-piperidinyl)ethyl]-2-{[(1S)-1-methylbutyl]oxy}-8-(methyloxy)-9H-purin-6-amine), C(CCC)OC1=NC(=C2N=C(N(C2=N1)CCCCCCC1CCNCC1)OC)N (2-(butyloxy)-8-(methyloxy)-9-[6-(4-piperidinyl)hexyl]-9H-purin-6-amine), ICC (2-iodoethane). Product: C(CCC)OC1=NC(=C2N=C(N(C2=N1)CCCCCCC1CCN(CC1)C(C)C)OC)N (2-(Butyloxy)-9-{6-[1-(1-methylethyl)-4-piperidinyl]hexyl}-8-(methyloxy)-9H-purin-6-amine). As a reaction SMILES: C(N1CC[CH2:6][CH:5](CCN2C(OC)=NC3C2=NC(O[C@@H](C)CCC)=NC=3N)[CH2:4]1)C.[CH2:29]([O:33][C:34]1[N:42]=[C:41]2[C:37]([N:38]=[C:39]([O:55][CH3:56])[N:40]2[CH2:43][CH2:44][CH2:45][CH2:46][CH2:47][CH2:48][CH:49]2[CH2:54][CH2:53][NH:52][CH2:51][CH2:50]2)=[C:36]([NH2:57])[N:35]=1)[CH2:30][CH2:31][CH3:32].ICC>>[CH2:29]([O:33][C:34]1[N:42]=[C:41]2[C:37]([N:38]=[C:39]([O:55][CH3:56])[N:40]2[CH2:43][CH2:44][CH2:45][CH2:46][CH2:47][CH2:48][CH:49]2[CH2:50][CH2:51][N:52]([CH:5]([CH3:6])[CH3:4])[CH2:53][CH2:54]2)=[C:36]([NH2:57])[N:35]=1)[CH2:30][CH2:31][CH3:32]. Procedure details: Prepared similarly to Intermediate 46 from 2-(butyloxy)-8-(methyloxy)-9-[6-(4-piperidinyl)hexyl]-9H-purin-6-amine and 2-iodoethane. Starting materials: CCCCO, CCN(C(C)C)C(C)C, Cc1nnc(-c2nc3c(Cl)cccc3cc2C(C)N)s1, Clc1ncnc2nc[nH]c12. Product: Cc1nnc(-c2nc3c(Cl)cccc3cc2C(C)Nc2ncnc3[nH]cnc23)s1. RXN SMILES: [CH2:40]([OH:41])[CH2:42][CH2:43][CH3:44].[CH:21]([N:22]([CH2:23][CH3:24])[CH:25]([CH3:26])[CH3:27])([CH3:28])[CH3:29].[Cl:1][c:2]1[cH:3][cH:4][cH:5][c:6]2[cH:7][c:8]([CH:18]([CH3:19])[NH2:20])[c:9](-[c:12]3[s:13][c:14]([CH3:17])[n:15][n:16]3)[n:10][c:11]12.[Cl:30][c:31]1[c:32]2[nH:33][cH:34][n:35][c:36]2[n:37][cH:38][n:39]1>>[Cl:1][c:2]1[cH:3][cH:4][cH:5][c:6]2[cH:7][c:8]([CH:18]([CH3:19])[NH:20][c:31]3[c:32]4[n:33][cH:34][nH:35][c:36]4[n:37][cH:38][n:39]3)[c:9](-[c:12]3[s:13][c:14]([CH3:17])[n:15][n:16]3)[n:10][c:11]12. Reactants: CC(C)(C)OC(=O)Nc1ccc(C(F)(F)F)cc1NC(=O)CC(=O)c1cccc(-c2ccncc2)c1, ClCCl, O=C(O)C(F)(F)F. The product is O=C1CC(c2cccc(-c3ccncc3)c2)=Nc2ccc(C(F)(F)F)cc2N1. As a reaction SMILES: [C:1]([O:2][C:3](=[O:4])[NH:7][c:8]1[c:9]([NH:18][C:19]([CH2:20][C:21](=[O:5])[c:22]2[cH:23][c:24](-[c:28]3[cH:29][cH:30][n:31][cH:32][cH:33]3)[cH:25][cH:26][cH:27]2)=[O:35])[cH:10][c:11]([C:14]([F:15])([F:16])[F:17])[cH:12][cH:13]1)([CH3:6])([CH3:34])[CH3:36].[Cl:44][CH2:45][Cl:46].[F:37][C:38]([F:39])([F:40])[C:41]([OH:42])=[O:43]>>[N:7]1=[C:21]([c:22]2[cH:23][c:24](-[c:28]3[cH:29][cH:30][n:31][cH:32][cH:33]3)[cH:25][cH:26][cH:27]2)[CH2:20][C:19](=[O:35])[NH:18][c:9]2[c:8]1[cH:13][cH:12][c:11]([C:14]([F:15])([F:16])[F:17])[cH:10]2.